From a dataset of the Open Reaction Database (ORD), a public repository of structured organic reaction records. describe an organic reaction: reactants, conditions, products, and yield The reactants are Cc1cc(Cl)c2[nH]ncc2n1, NC1CCCCC1, Cc1ccccc1C. As a reaction SMILES: [Cl:8][c:9]1[c:10]2[c:11]([n:12][c:13]([CH3:15])[cH:14]1)[cH:16][n:17][nH:18]2.[NH2:1][CH:2]1[CH2:3][CH2:4][CH2:5][CH2:6][CH2:7]1.[c:19]1([CH3:20])[c:21]([CH3:22])[cH:23][cH:24][cH:25][cH:26]1>>[NH:1]([CH:2]1[CH2:3][CH2:4][CH2:5][CH2:6][CH2:7]1)[c:9]1[c:10]2[c:11]([n:12][c:13]([CH3:15])[cH:14]1)[cH:16][n:17][nH:18]2. Yields the product Cc1cc(NC2CCCCC2)c2[nH]ncc2n1. Reactants: OCCCC=1C(N=C(NC1)\C=C\C1=CC=CC=C1)=O (5-(3-hydroxypropyl)-2-[(E)-2-phenylethenyl]-4(1H)-pyrimidinone), C1(=CC=CC=C1)P(C1=CC=CC=C1)C1=CC=CC=C1 (triphenyl phosphine), N(=NC(=O)OCC)C(=O)OCC (diethyl azodicarboxylate). Run in C1CCOC1 (THF). Run at time 14 hour. Product: C1(=CC=CC=C1)/C=C/C=1N=CC2=C(N1)OCCC2 (2-[(E)-2-Phenylethenyl]-6,7-dihydro-5H-pyrano[2,3-d]pyrimidine). Isolated yield 85.0%. As a reaction SMILES: O[CH2:2][CH2:3][CH2:4][C:5]1[C:6](=[O:19])[N:7]=[C:8](/[CH:11]=[CH:12]/[C:13]2[CH:18]=[CH:17][CH:16]=[CH:15][CH:14]=2)[NH:9][CH:10]=1.C1(P(C2C=CC=CC=2)C2C=CC=CC=2)C=CC=CC=1.N(C(OCC)=O)=NC(OCC)=O>C1COCC1>[C:13]1(/[CH:12]=[CH:11]/[C:8]2[N:9]=[CH:10][C:5]3[CH2:4][CH2:3][CH2:2][O:19][C:6]=3[N:7]=2)[CH:14]=[CH:15][CH:16]=[CH:17][CH:18]=1. Procedure: To 5-(3-hydroxypropyl)-2-[(E)-2-phenylethenyl]-4(1H)-pyrimidinone (1.0 g; 4.0 mmol) in THF (20 ml) was added triphenyl phosphine (1.6 g; 6.0 mmol) and diethyl azodicarboxylate (1.0 g; 6.0 mmol). The reaction was allowed to stir at room temperature under nitrogen for 14 hours. The reaction was partitioned between water (20 ml) and EtOAc (100 ml), and the aqueous phase was further extracted with EtOAc (2×50 ml). The combined organic extracts were dried with Na2SO4, the solvents were removed and th... Starting materials: O[C@H](CC1=C(C=CC(=C1)C)O)C ((S)-2-(2-hydroxypropyl)-4-methylphenol), C(C1=CC=CC=C1)OC1=C(C=C(C=C1)C)C[C@@H](C)O ((R)-1-(2-(benzyloxy)-5-methylphenyl)propan-2-ol). Product: O[C@@H](CC1=C(C=CC(=C1)C)O)C ((R)-2-(2-hydroxypropyl)-4-methylphenol). As a reaction SMILES: [OH:1][C@@H:2]([CH3:12])[CH2:3][C:4]1[CH:9]=[C:8]([CH3:10])[CH:7]=[CH:6][C:5]=1[OH:11].C(OC1C=CC(C)=CC=1C[C@H](O)C)C1C=CC=CC=1>>[OH:1][C@H:2]([CH3:12])[CH2:3][C:4]1[CH:9]=[C:8]([CH3:10])[CH:7]=[CH:6][C:5]=1[OH:11]. Procedure details: The title compound 5b was prepared according to the method for preparation of compound 3c of Example 3 by replacing 3b with 5a. The reactants are O=C([O-])[O-], C=CCBr, CC#N, O=C(c1cccc(C2CCNCC2)c1F)C(F)(F)F, [K+], [K+]. Product: C=CCN1CCC(c2cccc(C(=O)C(F)(F)F)c2F)CC1. As a reaction SMILES: [C:20](=[O:21])([O-:22])[O-:23].[CH2:26]([CH:27]=[CH2:28])[Br:29].[CH3:30][C:31]#[N:32].[F:1][C:2]([C:3](=[O:4])[c:5]1[c:6]([F:17])[c:7]([CH:11]2[CH2:12][CH2:13][NH:14][CH2:15][CH2:16]2)[cH:8][cH:9][cH:10]1)([F:18])[F:19].[K+:24].[K+:25]>>[F:1][C:2]([C:3](=[O:4])[c:5]1[c:6]([F:17])[c:7]([CH:11]2[CH2:12][CH2:13][N:14]([CH2:28][CH:27]=[CH2:26])[CH2:15][CH2:16]2)[cH:8][cH:9][cH:10]1)([F:18])[F:19]. Starting materials: [Mn](=O)(=O)(=O)[O-].[K+] (potassium permanganate), BrC=1C=CC=2C3=C(C=NC2C1)N=C(N3CCCNC(OC(C)(C)C)=O)SC (tert-butyl 3-(7-bromo-2-(methylthio)-1H-imidazo[4,5-c]quinolin-1-yl)propylcarbamate), C(C)(=O)O (acetic acid), S([O-])(O)=O.[Na+] (sodium bisulfite). Run in O (water), O (water). Conditions: time 8 hour. The product is BrC=1C=CC=2C3=C(C=NC2C1)N=C(N3CCCNC(OC(C)(C)C)=O)S(=O)(=O)C (tert-butyl 3-(7-bromo-2-(methylsulfonyl)-1H-imidazo[4,5-c]quinolin-1-yl)propylcarbamate). As a reaction SMILES: [Mn]([O-])(=O)(=O)=O.[K+].[Br:7][C:8]1[CH:9]=[CH:10][C:11]2[C:12]3[N:20]([CH2:21][CH2:22][CH2:23][NH:24][C:25](=[O:31])[O:26][C:27]([CH3:30])([CH3:29])[CH3:28])[C:19](SC)=[N:18][C:13]=3[CH:14]=[N:15][C:16]=2[CH:17]=1.[S:34](=[O:37])(O)[O-:35].[Na+].[C:39](O)(=O)C>O>[Br:7][C:8]1[CH:9]=[CH:10][C:11]2[C:12]3[N:20]([CH2:21][CH2:22][CH2:23][NH:24][C:25](=[O:31])[O:26][C:27]([CH3:29])([CH3:28])[CH3:30])[C:19]([S:34]([CH3:39])(=[O:37])=[O:35])=[N:18][C:13]=3[CH:14]=[N:15][C:16]=2[CH:17]=1 |f:0.1,3.4|. Reported procedure: A solution of potassium permanganate (1.9 g, 12 mmol) in deionized water (90 mL) was added to a solution of tert-butyl 3-(7-bromo-2-(methylthio)-1H-imidazo[4,5-c]quinolin-1-yl)propylcarbamate (2.7 g, 6 mmol) in glacial acetic acid (35 mL), and the reaction was stirred at room temperature overnight. The reaction was diluted with water and treated with sodium bisulfite. The aqueous layer was separated and extracted three times with chloroform. The combined organic fractions were dried over magnesi... RXN SMILES: [BH4-:80].[C:1]([CH3:2])(=[O:3])[c:4]1[cH:5][cH:6][cH:7][c:8]2[c:9]1[c:10]([CH3:39])[c:11]([C:13](=[O:14])[NH:15][c:16]1[cH:17][cH:18][c:19](-[c:22]3[cH:23][cH:24][c:25]([S:28](=[O:29])(=[O:30])[NH:31][CH:32]([CH:33]([CH3:34])[CH3:35])[C:36](=[O:37])[OH:38])[cH:26][cH:27]3)[cH:20][cH:21]1)[o:12]2.[C:40]([c:41]1[c:42]2[c:43]([CH3:44])[c:45]([C:46]([NH:47][c:48]3[cH:49][cH:50][c:51](-[c:52]4[cH:53][cH:54][c:55]([S:56]([NH:57][CH:58]([C:59]([O:60][CH3:61])=[O:62])[CH:63]([CH3:64])[CH3:65])(=[O:66])=[O:67])[cH:68][cH:69]4)[cH:70][cH:71]3)=[O:72])[o:73][c:74]2[cH:75][cH:76][cH:77]1)(=[O:78])[CH3:79].[CH3:82][CH2:83][OH:84].[Na+:81]>>[CH:1]([CH3:2])([OH:3])[c:4]1[cH:5][cH:6][cH:7][c:8]2[c:9]1[c:10]([CH3:39])[c:11]([C:13](=[O:14])[NH:15][c:16]1[cH:17][cH:18][c:19](-[c:22]3[cH:23][cH:24][c:25]([S:28](=[O:29])(=[O:30])[NH:31][CH:32]([CH:33]([CH3:34])[CH3:35])[C:36](=[O:37])[OH:38])[cH:26][cH:27]3)[cH:20][cH:21]1)[o:12]2. Yields the product Cc1c(C(=O)Nc2ccc(-c3ccc(S(=O)(=O)NC(C(=O)O)C(C)C)cc3)cc2)oc2cccc(C(C)O)c12. Starting materials: [BH4-], CC(=O)c1cccc2oc(C(=O)Nc3ccc(-c4ccc(S(=O)(=O)NC(C(=O)O)C(C)C)cc4)cc3)c(C)c12, COC(=O)C(NS(=O)(=O)c1ccc(-c2ccc(NC(=O)c3oc4cccc(C(C)=O)c4c3C)cc2)cc1)C(C)C, CCO, [Na+]. As a reaction SMILES: [C:1]([O:2][C:3](=[O:4])[N:8]1[CH2:9][CH2:10][CH:11]([c:14]2[cH:15][c:16](-[c:20]3[cH:21][c:22](-[c:30]4[cH:31][cH:32][c:33]5[cH:34][n:35]([CH2:39][c:40]6[cH:41][cH:42][cH:43][cH:44][cH:45]6)[n:36][c:37]5[cH:38]4)[c:23]4[c:24]([NH2:29])[n:25][cH:26][n:27][n:28]34)[cH:17][cH:18][cH:19]2)[CH2:12][CH2:13]1)([CH3:5])([CH3:6])[CH3:7].[CH3:46][CH2:47][O:48][C:49](=[O:50])[CH3:51].[ClH:52].[O:53]1[CH2:54][CH2:55][O:56][CH2:57][CH2:58]1>>[NH:8]1[CH2:9][CH2:10][CH:11]([c:14]2[cH:15][c:16](-[c:20]3[cH:21][c:22](-[c:30]4[cH:31][cH:32][c:33]5[cH:34][n:35]([CH2:39][c:40]6[cH:41][cH:42][cH:43][cH:44][cH:45]6)[n:36][c:37]5[cH:38]4)[c:23]4[c:24]([NH2:29])[n:25][cH:26][n:27][n:28]34)[cH:17][cH:18][cH:19]2)[CH2:12][CH2:13]1. The reactants are CC(C)(C)OC(=O)N1CCC(c2cccc(-c3cc(-c4ccc5cn(Cc6ccccc6)nc5c4)c4c(N)ncnn34)c2)CC1, CCOC(C)=O, Cl, C1COCCO1. Yields the product Nc1ncnn2c(-c3cccc(C4CCNCC4)c3)cc(-c3ccc4cn(Cc5ccccc5)nc4c3)c12. The reactants are C1(=CC=CC=C1)C1CCNCC1 (4-phenylpiperidine), ice, FC(C=1C=C(OC2CN(C2)C(=O)Cl)C=CC1)(F)F (3-[3-(trifluoromethyl)phenoxy]-1-azetidinecarbonyl chloride), C([O-])([O-])=O.[K+].[K+] (potassium carbonate). Run in O1CCCC1 (tetrahydrofuran), O (water). Conditions: temperature -78 celsius, time 10 minute. The product is C1(=CC=CC=C1)C1CCN(CC1)C(=O)N1CC(C1)OC1=CC(=CC=C1)C(F)(F)F (4-Phenyl-1-[3-[3-(trifluoromethyl)phenoxy]-1-azetidinylcarbonyl]piperidine). The yield is 37.1%. As a reaction SMILES: [F:1][C:2]([F:18])([F:17])[C:3]1[CH:4]=[C:5]([CH:14]=[CH:15][CH:16]=1)[O:6][CH:7]1[CH2:10][N:9]([C:11](Cl)=[O:12])[CH2:8]1.C(=O)([O-])[O-].[K+].[K+].[C:25]1([CH:31]2[CH2:36][CH2:35][NH:34][CH2:33][CH2:32]2)[CH:30]=[CH:29][CH:28]=[CH:27][CH:26]=1>O1CCCC1.O>[C:25]1([CH:31]2[CH2:32][CH2:33][N:34]([C:11]([N:9]3[CH2:10][CH:7]([O:6][C:5]4[CH:14]=[CH:15][CH:16]=[C:3]([C:2]([F:18])([F:17])[F:1])[CH:4]=4)[CH2:8]3)=[O:12])[CH2:35][CH2:36]2)[CH:30]=[CH:29][CH:28]=[CH:27][CH:26]=1 |f:1.2.3|. Procedure: A mixture of 2.8 g (0.01 mole) of 3-[3-(trifluoromethyl)phenoxy]-1-azetidinecarbonyl chloride and 1.4 g (0.01 mole) of potassium carbonate in 25 ml of tetrahydrofuran was stirred for 10 min then treated with 1.6 g (0.01 mole) of 4-phenylpiperidine. After stirring for 30 min, approximately 2 g of ice was added and stirring continued for 18 hr. The reaction mixture was diluted with 200 ml of water and the oil which separated was extracted into methylene chloride (2×50 ml). The extracts were combin...